Dataset: the Open Reaction Database (ORD), a public repository of structured organic reaction records. Task: describe an organic reaction: reactants, conditions, products, and yield The reactants are CCO, Cn1ccccc1=S, ClCc1c[nH]cn1, Cl. Yields the product C[n+]1ccccc1SCc1c[nH]cn1, [Cl-]. RXN SMILES: [CH3:17][CH2:18][OH:19].[CH3:9][n:10]1[c:11](=[S:16])[cH:12][cH:13][cH:14][cH:15]1.[Cl:1][CH2:2][c:3]1[n:4][cH:5][nH:6][cH:7]1.[ClH:8]>>[CH2:2]([c:3]1[n:4][cH:5][nH:6][cH:7]1)[S:16][c:11]1[n+:10]([CH3:9])[cH:15][cH:14][cH:13][cH:12]1.[Cl-:1]. Reactants: COCC(=O)N (methoxy acetamide), 1S, N[C@H]1[C@@H](CCCC1)CC(OC)OC (trans-1-amino-2-(2,2-dimethoxyethyl)-cyclohexane), C(C)(C)OC(COC)=O (methoxy acetic acid isopropyl ester), 1R. The solvent is CC(C)(C)OC (MTBE). Run at time 25 hour. Product: N[C@@H]1[C@H](CCCC1)CC(OC)OC ((1S, 2R)-1-amino-2-(2,2-dimethoxyethyl)-cyclohexane). Yield: 46.2%. Reaction SMILES: [NH2:1][C@@H:2]1[CH2:7][CH2:6][CH2:5][CH2:4][C@H:3]1[CH2:8][CH:9]([O:12][CH3:13])[O:10][CH3:11].C(OC(=O)COC)(C)C.COCC(N)=O>CC(OC)(C)C>[NH2:1][C@H:2]1[CH2:7][CH2:6][CH2:5][CH2:4][C@@H:3]1[CH2:8][CH:9]([O:10][CH3:11])[O:12][CH3:13]. Procedure: A dry solution of 2.1 g (11.2 mmole) trans-1-amino-2-(2,2-dimethoxyethyl)-cyclohexane and 1.38 g (10.4 mmole) methoxy acetic acid isopropyl ester in 20 ml MTBE was mixed with 200 mg immobilized lipase Novozym® 435 and shaken for 25 hours at room temperature. After this period of time the conversion was 49.5%. The (1R, 2S)-enantiomer was acylated to the methoxy acetamide, while the (1S, 2R)-enantiomer was not acylated. After removal of the enzyme by filtration, removal of the solvent using an rot... The reactants are CCOC(=O)c1sc(N2CC(Cc3ccccc3)NC2=O)nc1C, CCOC(=O)c1sc(N2CCN(c3ccccc3)C2=O)nc1C. Product: Cc1nc(N2CC(Cc3ccccc3)NC2=O)sc1C(=O)O. Reaction SMILES: [CH2:24]([c:25]1[cH:26][cH:27][cH:28][cH:29][cH:30]1)[CH:31]1[NH:32][C:33](=[O:47])[N:34]([c:36]2[s:37][c:38]([C:42](=[O:43])[O:44][CH2:45][CH3:46])[c:39]([CH3:41])[n:40]2)[CH2:35]1.[CH3:1][c:2]1[n:3][c:4]([N:5]2[CH2:6][CH2:7][N:8]([c:9]3[cH:10][cH:11][cH:12][cH:13][cH:14]3)[C:15]2=[O:16])[s:17][c:18]1[C:19]([O:20][CH2:21][CH3:22])=[O:23]>>[CH2:24]([c:25]1[cH:26][cH:27][cH:28][cH:29][cH:30]1)[CH:31]1[NH:32][C:33](=[O:47])[N:34]([c:36]2[s:37][c:38]([C:42](=[O:43])[OH:44])[c:39]([CH3:41])[n:40]2)[CH2:35]1. The reactants are Cc1ccccc1C(=O)CBr, CCOC(C)=O, O=C(OC1CN2CCC1CC2)C(Nc1ccccc1)c1ccccc1. The product is [Br-], Cc1ccccc1C(=O)C[N+]12CCC(CC1)C(OC(=O)C(Nc1ccccc1)c1ccccc1)C2. RXN SMILES: [Br:26][CH2:27][C:28](=[O:29])[c:30]1[c:31]([CH3:36])[cH:32][cH:33][cH:34][cH:35]1.[CH3:37][CH2:38][O:39][C:40]([CH3:41])=[O:42].[c:1]1([CH:7]([C:8](=[O:9])[O:10][CH:11]2[CH2:12][N:13]3[CH2:14][CH2:15][CH:16]2[CH2:17][CH2:18]3)[NH:19][c:20]2[cH:21][cH:22][cH:23][cH:24][cH:25]2)[cH:2][cH:3][cH:4][cH:5][cH:6]1>>[Br-:26].[c:1]1([CH:7]([C:8](=[O:9])[O:10][CH:11]2[CH2:12][N+:13]3([CH2:27][C:28](=[O:29])[c:30]4[c:31]([CH3:36])[cH:32][cH:33][cH:34][cH:35]4)[CH2:14][CH2:15][CH:16]2[CH2:17][CH2:18]3)[NH:19][c:20]2[cH:21][cH:22][cH:23][cH:24][cH:25]2)[cH:2][cH:3][cH:4][cH:5][cH:6]1. Starting materials: F[B-](F)(F)F, Cc1cc(C(=O)O)cnc1CC(C)C, C=CCOc1c(C)cc(C(=O)NN)cc1C, CCN(C(C)C)C(C)C, ClCCl, Cl, CN(C)C(On1nnc2ccccc21)=[N+](C)C. The product is C=CCOc1c(C)cc(C(=O)NNC(=O)c2cnc(CC(C)C)c(C)c2)cc1C. RXN SMILES: [B-:25]([F:26])([F:27])([F:28])[F:29].[CH2:2]([CH:3]([CH3:4])[CH3:5])[c:6]1[n:7][cH:8][c:9]([C:10](=[O:11])[OH:12])[cH:13][c:14]1[CH3:15].[CH2:47]([CH:48]=[CH2:49])[O:50][c:51]1[c:52]([CH3:62])[cH:53][c:54]([C:55](=[O:56])[NH:57][NH2:58])[cH:59][c:60]1[CH3:61].[CH:16]([N:17]([CH2:18][CH3:19])[CH:20]([CH3:21])[CH3:22])([CH3:23])[CH3:24].[Cl:63][CH2:64][Cl:65].[ClH:1].[n:30]1([O:31][C:32]([N:33]([CH3:34])[CH3:35])=[N+:36]([CH3:37])[CH3:38])[c:39]2[cH:40][cH:41][cH:42][cH:43][c:44]2[n:45][n:46]1>>[CH2:2]([CH:3]([CH3:4])[CH3:5])[c:6]1[n:7][cH:8][c:9]([C:10](=[O:12])[NH:58][NH:57][C:55]([c:54]2[cH:53][c:52]([CH3:62])[c:51]([O:50][CH2:47][CH:48]=[CH2:49])[c:60]([CH3:61])[cH:59]2)=[O:56])[cH:13][c:14]1[CH3:15]. Reactants: OCC=1C=C(CC(C(=O)OC)C(=O)OC)C=CC1OC (dimethyl 2-[3-(hydroxymethyl)-4-methoxybenzyl]malonate), COC1=CC=C(C=C1)N=C=O (4-methoxyphenylisocyanate). The product is COC1=C(C=C(CC(C(=O)OC)C(=O)OC)C=C1)COC(=O)NC1=CC=C(C=C1)OC (Dimethyl 2-[4-methoxy-3-({[(4-methoxyanilino)-carbonyl]oxy}methyl)benzyl]malonate). RXN SMILES: [OH:1][CH2:2][C:3]1[CH:4]=[C:5]([CH:16]=[CH:17][C:18]=1[O:19][CH3:20])[CH2:6][CH:7]([C:12]([O:14][CH3:15])=[O:13])[C:8]([O:10][CH3:11])=[O:9].[CH3:21][O:22][C:23]1[CH:28]=[CH:27][C:26]([N:29]=[C:30]=[O:31])=[CH:25][CH:24]=1>>[CH3:20][O:19][C:18]1[CH:17]=[CH:16][C:5]([CH2:6][CH:7]([C:8]([O:10][CH3:11])=[O:9])[C:12]([O:14][CH3:15])=[O:13])=[CH:4][C:3]=1[CH2:2][O:1][C:30]([NH:29][C:26]1[CH:27]=[CH:28][C:23]([O:22][CH3:21])=[CH:24][CH:25]=1)=[O:31]. Procedure: Using dimethyl 2-[3-(hydroxymethyl)-4-methoxybenzyl]malonate and 4-methoxyphenylisocyanate, the title compound was obtained in the same manner as described in Example 192b). Reactants: NC1=CC(=NC2=CC=C(C=C12)N1C(N=C(C(=C1Cl)SC)Cl)N)C (N-(4-amino-2-methyl-6-quinolyl)-2-amino-4,6-dichloro-5-methylsulfanylpyrimidine), NC1=CC(=NC2=CC=C(C=C12)N)C (4,6-diamino-2-methylquinoline), C(C)O (ethanol). Reaction conditions: time 16 hour. The product is NC1=CC(=NC2=CC=C(C=C12)N1C(N(C(C(=C1Cl)SC)N)C=1C=C2C(=CC(=NC2=CC1)C)N)N)C (N,N′-bis(4-amino-2-methyl-6-quinolyl)-2,4-diamino-6-chloro-5-methylsulfanyl-pyrimidine). As a reaction SMILES: [NH2:1][C:2]1[C:11]2[C:6](=[CH:7][CH:8]=[C:9]([N:12]3[C:17]([Cl:18])=[C:16]([S:19][CH3:20])[C:15](Cl)=[N:14][CH:13]3[NH2:22])[CH:10]=2)[N:5]=C(C)[CH:3]=1.[NH2:24][C:25]1[C:34]2[C:29](=[CH:30][CH:31]=[C:32]([NH2:35])[CH:33]=2)[N:28]=[C:27]([CH3:36])[CH:26]=1.[CH2:37](O)[CH3:38]>>[NH2:1][C:2]1[C:11]2[C:6](=[CH:7][CH:8]=[C:9]([N:12]3[C:17]([Cl:18])=[C:16]([S:19][CH3:20])[CH:15]([NH2:14])[N:35]([C:32]4[CH:33]=[C:34]5[C:29](=[CH:30][CH:31]=4)[N:28]=[C:27]([CH3:36])[CH:26]=[C:25]5[NH2:24])[CH:13]3[NH2:22])[CH:10]=2)[N:5]=[C:37]([CH3:38])[CH:3]=1. Procedure: A mixture of 43 mg of N-(4-amino-2-methyl-6-quinolyl)-2-amino-4,6-dichloro-5-methylsulfanylpyrimidine and 55 mg of 4,6-diamino-2-methylquinoline in 5 mL of ethanol is heated under reflux for about 3 hours, left at a temperature in the region of 20° C. for about 16 hours and then filtered. The filtrate is concentrated under reduced pressure (2.7 kPa) at a temperature in the region of 40° C., and then the residue obtained is purified by HPLC (column: C18 Waters, 5 M, 50×19 mm; eluent: elution grad... Starting materials: CS(=O)(=O)Cl, CCN(C(C)C)C(C)C, CCc1sc(-c2cn(CC3CCCCC3)c3c(OC)cccc23)nc1CO, ClCCl. Product: CCc1sc(-c2cn(CC3CCCCC3)c3c(OC)cccc23)nc1CCl. As a reaction SMILES: [CH3:1][S:2](=[O:3])(=[O:4])[Cl:5].[CH:33]([N:34]([CH:35]([CH3:36])[CH3:37])[CH2:38][CH3:39])([CH3:40])[CH3:41].[CH:6]1([CH2:12][n:13]2[cH:14][c:15](-[c:24]3[s:25][c:26]([CH2:31][CH3:32])[c:27]([CH2:29][OH:30])[n:28]3)[c:16]3[cH:17][cH:18][cH:19][c:20]([O:22][CH3:23])[c:21]23)[CH2:7][CH2:8][CH2:9][CH2:10][CH2:11]1.[Cl:42][CH2:43][Cl:44]>>[Cl:5][CH2:29][c:27]1[c:26]([CH2:31][CH3:32])[s:25][c:24](-[c:15]2[cH:14][n:13]([CH2:12][CH:6]3[CH2:7][CH2:8][CH2:9][CH2:10][CH2:11]3)[c:21]3[c:16]2[cH:17][cH:18][cH:19][c:20]3[O:22][CH3:23])[n:28]1.